This data is from the Open Reaction Database (ORD), a public repository of structured organic reaction records. The task is: describe an organic reaction: reactants, conditions, products, and yield Starting materials: [N+](=O)([O-])C=1C=C(C=CC1NCC=C)N (3-Nitro-4-allylamino-aminobenzene), FC1=C(C=C(C=C1)N(CC(CO)O)CC(CO)O)[N+](=O)[O-] (4-fluoro-3-nitro-N,N-bis-(2,3-dihydroxypropyl)-aminobenzene). The product is [N+](=O)([O-])C=1C=C(C=CC1NCC=C)N(CC(CO)O)CC(CO)O (3-Nitro-4-allylamino-N,N-bis-(2,3-dihydroxypropyl)-aminobenzene). RXN SMILES: [N+:1]([C:4]1C=C(N)C=[CH:8][C:9]=1NCC=C)([O-])=O.F[C:16]1[CH:21]=[CH:20][C:19]([N:22]([CH2:28][CH:29]([OH:32])[CH2:30][OH:31])[CH2:23][CH:24]([OH:27])[CH2:25][OH:26])=[CH:18][C:17]=1[N+:33]([O-:35])=[O:34]>>[N+:33]([C:17]1[CH:18]=[C:19]([N:22]([CH2:28][CH:29]([OH:32])[CH2:30][OH:31])[CH2:23][CH:24]([OH:27])[CH2:25][OH:26])[CH:20]=[CH:21][C:16]=1[NH:1][CH2:4][CH:9]=[CH2:8])([O-:35])=[O:34]. Procedure details: Synthesis as for compound 1, but with 4-fluoro-3-nitro-N,N-bis-(2,3-dihydroxypropyl)-aminobenzene instead of 4-fluoro-3-nitroaminobenzene. Working up: the reaction mixture was concentrated and the dark oil was dissolved in ethanol. Compound (3) was then precipitated with HCl gas in the form of the hydrochloride. Yellow crystals, melting point 154°-158° C.